Dataset: the Open Reaction Database (ORD), a public repository of structured organic reaction records. Task: describe an organic reaction: reactants, conditions, products, and yield Starting materials: COC1=CC=C(C(=S)NC2=CC=C(C=C2)[N+](=O)[O-])C=C1 (4-methoxy-4'-nitrothiobenzanilide), O.NN (hydrazine hydrate). Run in C(C)O (ethanol). The product is COC1=CC=C(C=C1)C(NC1=CC=C(C=C1)[N+](=O)[O-])=NN (4-methoxy-N-(4-nitrophenyl)-benzene-carbohydrazonamide). As a reaction SMILES: [CH3:1][O:2][C:3]1[CH:20]=[CH:19][C:6]([C:7]([NH:9][C:10]2[CH:15]=[CH:14][C:13]([N+:16]([O-:18])=[O:17])=[CH:12][CH:11]=2)=S)=[CH:5][CH:4]=1.O.[NH2:22][NH2:23]>C(O)C>[CH3:1][O:2][C:3]1[CH:20]=[CH:19][C:6]([C:7](=[N:22][NH2:23])[NH:9][C:10]2[CH:15]=[CH:14][C:13]([N+:16]([O-:18])=[O:17])=[CH:12][CH:11]=2)=[CH:5][CH:4]=1 |f:1.2|. Procedure details: A mixture of 10 g of 4-methoxy-4'-nitrothiobenzanilide [prepared by process of Ann. Chem., Vol. 716 (1968), p. 209-211], 100 ml of ethanol and 15 ml of hydrazine hydrate was heated to reflux and then was allowed to return to room temperature and was filtered. The product was washed with ethanol and dried at 80° C. under reduced pressure to obtain 7.9 g of 4-methoxy-N-(4-nitrophenyl)-benzene-carbohydrazonamide melting at 104° C. The reactants are C1(CCCCC1)=O (cyclohexanone), C1(CCCC1)=O (Cyclopentanone), CC(C)([O-])C.[K+] (potassium-t-butoxide), C(C=C)Br (allyl bromide). The product is C(C=C)C1C(CCC1)=O (2-allylcyclopentanone). As a reaction SMILES: [C:1]1(=[O:6])[CH2:5][CH2:4][CH2:3][CH2:2]1.[CH3:7][C:8](C)([O-])[CH3:9].[K+].C(Br)C=C.C1(=O)CCCCC1>>[CH2:9]([CH:2]1[CH2:3][CH2:4][CH2:5][C:1]1=[O:6])[CH:8]=[CH2:7] |f:1.2|. Reported procedure: Ex-30a) Cyclopentanone is treated with potassium-t-butoxide and then with allyl bromide in the same manner and in the same proportions as described for cyclohexanone in Example 6a, yielding 2-allylcyclopentanone.